Dataset: the Open Reaction Database (ORD), a public repository of structured organic reaction records. Task: describe an organic reaction: reactants, conditions, products, and yield Starting materials: CN(C)c1ccncc1, CCO, Clc1ccc2sc(Cl)nc2c1, Nc1ccc(S)cc1. Yields the product Nc1ccc(Sc2nc3cc(Cl)ccc3s2)cc1. As a reaction SMILES: [CH3:20][N:21]([c:22]1[cH:23][cH:24][n:25][cH:26][cH:27]1)[CH3:28].[CH3:29][CH2:30][OH:31].[Cl:1][c:2]1[s:3][c:4]2[c:5]([n:6]1)[cH:7][c:8]([Cl:11])[cH:9][cH:10]2.[NH2:12][c:13]1[cH:14][cH:15][c:16]([SH:19])[cH:17][cH:18]1>>[c:2]1([S:19][c:16]2[cH:15][cH:14][c:13]([NH2:12])[cH:18][cH:17]2)[s:3][c:4]2[c:5]([n:6]1)[cH:7][c:8]([Cl:11])[cH:9][cH:10]2.